This data is from the Open Reaction Database (ORD), a public repository of structured organic reaction records. The task is: describe an organic reaction: reactants, conditions, products, and yield Reactants: C(C)(=O)N[C@@H]1[C@@H](OCC=C)O[C@@H]([C@H]([C@@H]1OC(C)=O)OC(C)=O)CN=[N+]=[N-] (Allyl 2-acetamido-3,4-di-O-acetyl-6-azido-2,6-dideoxy-α-D-mannopyranoside). The solvent is CO (methanol). Reaction conditions: time 5 minute. Yields the product C(C)(=O)N[C@@H]1[C@@H](OCC=C)O[C@@H]([C@H]([C@@H]1O)O)CN=[N+]=[N-] (allyl 2-acetamido-6-azido-2,6-dideoxy-α-D-mannopyranoside). The yield is 99.0%. Reaction SMILES: [C:1]([NH:4][C@H:5]1[C@@H:14]([O:15]C(=O)C)[C@H:13]([O:19]C(=O)C)[C@@H:12]([CH2:23][N:24]=[N+:25]=[N-:26])[O:11][C@@H:6]1[O:7][CH2:8][CH:9]=[CH2:10])(=[O:3])[CH3:2]>CO>[C:1]([NH:4][C@H:5]1[C@@H:14]([OH:15])[C@H:13]([OH:19])[C@@H:12]([CH2:23][N:24]=[N+:25]=[N-:26])[O:11][C@@H:6]1[O:7][CH2:8][CH:9]=[CH2:10])(=[O:3])[CH3:2]. Procedure details: Allyl 2-acetamido-3,4-di-O-acetyl-6-azido-2,6-dideoxy-α-D-mannopyranoside, prepared as described above, (0.5 rag) was dissolved in 10 mL methanol containing 0.2M MeONa. After five minutes, Dowex 50 cation exchange resin was added to the mixture to neutralize. The resin was filtered and the filtrate was concentrated to yield allyl 2-acetamido-6-azido-2,6-dideoxy-α-D-mannopyranoside (99 percent).